Dataset: the Open Reaction Database (ORD), a public repository of structured organic reaction records. Task: describe an organic reaction: reactants, conditions, products, and yield Reactants: C(C)(=O)OCC (ethyl acetate), C(C)OC(CNN)OCC (hydrazinoacetaldehyde diethyl acetal), COC(C#N)=C (methoxyacrylonitrile). Run in O (water), O (water). Product: C(C)OC(CN1N=CC=C1N)OCC (1-(2,2-diethoxyethyl)-5-aminopyrazole). Isolated yield 19.3%. Reaction SMILES: [CH2:1]([O:3][CH:4]([O:8][CH2:9][CH3:10])[CH2:5][NH:6][NH2:7])[CH3:2].CO[C:13](=[CH2:16])[C:14]#[N:15].C(OCC)(=O)C>O>[CH2:1]([O:3][CH:4]([O:8][CH2:9][CH3:10])[CH2:5][N:6]1[C:14]([NH2:15])=[CH:13][CH:16]=[N:7]1)[CH3:2]. Reported procedure: A mixture of hydrazinoacetaldehyde diethyl acetal (21 g) and methoxyacrylonitrile (11.8 g) in water (150 ml) was refluxed for 2 days. After the reaction mixture was cooled, to the mixture was added a mixture of water and ethyl acetate. The separated organic layer was washed with brine and dried over magnesium sulfate. The solvent was evaporated and the residue was subjected to column chromatography on silica gel using ethyl acetate as an eluent. Fractions containing the object compound were comb... Starting materials: [OH-].[K+] (potassium hydroxide), N (ammonia), CC(C#N)C1=CC=2CC3=CC=CC=C3C2C=C1 (α-methylfluorene-2-acetonitrile), C(C)O (ethanol). The product is CC(C(=O)O)C1=CC=2CC3=CC=CC=C3C2C=C1 (α-Methylfluorene-2-acetic acid). Reaction SMILES: [CH3:1][CH:2]([C:5]1[CH:17]=[CH:16][C:15]2[C:14]3[C:9](=[CH:10][CH:11]=[CH:12][CH:13]=3)[CH2:8][C:7]=2[CH:6]=1)[C:3]#N.[OH-:18].[K+].N.C([OH:23])C>>[CH3:1][CH:2]([C:5]1[CH:17]=[CH:16][C:15]2[C:14]3[C:9](=[CH:10][CH:11]=[CH:12][CH:13]=3)[CH2:8][C:7]=2[CH:6]=1)[C:3]([OH:23])=[O:18] |f:1.2|. Reported procedure: 2.1g. of α-methylfluorene-2-acetonitrile is refluxed in 60% aqueous ethanol (50ml.) containing potassium hydroxide (5g.) until the evolution of ammonia ceases. The ethanol is evaporated and the aqueous solution acidified to pH 2.0 with HCl and extracted with ether. The ether extracts are washed with water, dried (MgSO4) and evaporated to give the title compound.